Task: describe an organic reaction: reactants, conditions, products, and yield. Dataset: the Open Reaction Database (ORD), a public repository of structured organic reaction records The reactants are COC1=CC=C(C=C1)NC(CC(=O)OCC)=O (ethyl 3-[(4-methoxyphenyl)amino]-3-oxopropanoate), C([O-])([O-])=O.[K+].[K+] (potassium carbonate), BrCCBr (1,2-dibromoethane). Run in CN(C=O)C (dimethylformamide). Yields the product COC1=CC=C(C=C1)NC(=O)C1(CC1)C(=O)OCC (ethyl 1-(4-methoxyphenylaminocarbonyl)cyclopropanecarboxylate). Yield: 52381.0%. Reaction SMILES: [CH3:1][O:2][C:3]1[CH:8]=[CH:7][C:6]([NH:9][C:10](=[O:17])[CH2:11][C:12]([O:14][CH2:15][CH3:16])=[O:13])=[CH:5][CH:4]=1.C(=O)([O-])[O-].[K+].[K+].Br[CH2:25][CH2:26]Br>CN(C)C=O>[CH3:1][O:2][C:3]1[CH:4]=[CH:5][C:6]([NH:9][C:10]([C:11]2([C:12]([O:14][CH2:15][CH3:16])=[O:13])[CH2:26][CH2:25]2)=[O:17])=[CH:7][CH:8]=1 |f:1.2.3|. Reported procedure: In a manner similar to the procedure described in Example B except that a 100 milliliter three-necked Morton flask was used, 10.0 grams (42.0 mmol) of ethyl 3-[(4-methoxyphenyl)amino]-3-oxopropanoate, 14.54 grams (105.0 mmol) of anhydrous potassium carbonate, 30 milliliters of dimethylformamide and 7.9 grams (42.0 mmol) of 1,2-dibromoethane were reacted for a period of 12 days to give 5.74 grams (22.0 mol) of ethyl 1-(4-methoxyphenylaminocarbonyl)cyclopropanecarboxylate as a colorless solid havi...